Dataset: the Open Reaction Database (ORD), a public repository of structured organic reaction records. Task: describe an organic reaction: reactants, conditions, products, and yield The reactants are COc1ccc(O)cc1, CC(C)C(=O)Nc1cccc(C2CCN(CCCCC(O)c3ccc(F)cc3)CC2)c1. The product is COc1ccc(OC(CCCCN2CCC(c3cccc(NC(=O)C(C)C)c3)CC2)c2ccc(F)cc2)cc1. Reaction SMILES: [CH3:1][O:2][c:3]1[cH:4][cH:5][c:6]([OH:9])[cH:7][cH:8]1.[F:10][c:11]1[cH:12][cH:13][c:14]([CH:17]([CH2:18][CH2:19][CH2:20][CH2:21][N:22]2[CH2:23][CH2:24][CH:25]([c:28]3[cH:29][c:30]([NH:34][C:35]([CH:36]([CH3:37])[CH3:38])=[O:39])[cH:31][cH:32][cH:33]3)[CH2:26][CH2:27]2)[OH:40])[cH:15][cH:16]1>>[CH3:1][O:2][c:3]1[cH:4][cH:5][c:6]([O:40][CH:17]([c:14]2[cH:13][cH:12][c:11]([F:10])[cH:16][cH:15]2)[CH2:18][CH2:19][CH2:20][CH2:21][N:22]2[CH2:23][CH2:24][CH:25]([c:28]3[cH:29][c:30]([NH:34][C:35]([CH:36]([CH3:37])[CH3:38])=[O:39])[cH:31][cH:32][cH:33]3)[CH2:26][CH2:27]2)[cH:7][cH:8]1. Run in CO (methanol). Reactants: C([O-])([O-])=O.[Na+].[Na+] (sodium carbonate), C(C)C1=C(C=CC=C1)NN ((2-Ethyl-phenyl)-hydrazine), C(C=C)N (allylamine), S(O)(O)(=O)=O (sulfuric acid). Procedure details: To a solution (2-Ethyl-phenyl)-hydrazine 1 (35 mmol) and disodium ethylenediaminetetraacetate (20 mg) in methanol (60 ml), 2-chloroacrylonitrile 2 (105 mmol) was added dropwise at 60° C., and the mixture was stirred under reflux for 8 hours. Then concentrated sulfuric acid (94 mmol) was added and the mixture was further heated for 6 hours. After cooling to room temperature the mixture was quenched with anhydrous sodium carbonate (105 mmol) and the solvent was removed under reduced pressure. The ... Yields the product C(C)C1=C(C=CC=C1)N1N=CC=C1N (2-(2-Ethyl-phenyl)-2H-pyrazol-3-ylamine). The yield is 80.0%. Reaction SMILES: [CH2:1]([C:3]1[CH:8]=[CH:7][CH:6]=[CH:5][C:4]=1[NH:9][NH2:10])[CH3:2].[CH2:11]([NH2:14])[CH:12]=[CH2:13].S(=O)(=O)(O)O.C(=O)([O-])[O-].[Na+].[Na+]>CO.C(N(CC(O)=O)CC(O)=O)CN(CC([O-])=O)CC([O-])=O.[Na+].[Na+]>[CH2:1]([C:3]1[CH:8]=[CH:7][CH:6]=[CH:5][C:4]=1[N:9]1[C:11]([NH2:14])=[CH:12][CH:13]=[N:10]1)[CH3:2] |f:3.4.5,7.8.9|. The reagents and catalysts are C(CN(CC(=O)[O-])CC(=O)[O-])N(CC(=O)O)CC(=O)O.[Na+].[Na+] (disodium ethylenediaminetetraacetate).